From a dataset of the Open Reaction Database (ORD), a public repository of structured organic reaction records. describe an organic reaction: reactants, conditions, products, and yield Starting materials: COc1ccc2c(c1)C(=CCCBr)c1cccnc1CO2, CCO, CC(=O)O. Product: COc1ccc2c(c1)C(CCCBr)c1cccnc1CO2. Reaction SMILES: [Br:1][CH2:2][CH2:3][CH:4]=[C:5]1[c:6]2[c:7]([n:18][cH:19][cH:20][cH:21]2)[CH2:8][O:9][c:10]2[c:11]1[cH:12][c:13]([O:16][CH3:17])[cH:14][cH:15]2.[CH3:22][CH2:23][OH:24].[CH3:25][C:26](=[O:27])[OH:28]>>[Br:1][CH2:2][CH2:3][CH2:4][CH:5]1[c:6]2[c:7]([n:18][cH:19][cH:20][cH:21]2)[CH2:8][O:9][c:10]2[c:11]1[cH:12][c:13]([O:16][CH3:17])[cH:14][cH:15]2. Reactants: O=CO, CCCCC1OC(=O)c2cc(N)ccc21. Yields the product CCCCC1OC(=O)c2cc(NC=O)ccc21. RXN SMILES: [CH:16](=[O:17])[OH:18].[NH2:1][c:2]1[cH:3][cH:4][c:5]2[c:10]([cH:11]1)[C:8](=[O:9])[O:7][CH:6]2[CH2:12][CH2:13][CH2:14][CH3:15]>>[NH:1]([c:2]1[cH:3][cH:4][c:5]2[c:10]([cH:11]1)[C:8](=[O:9])[O:7][CH:6]2[CH2:12][CH2:13][CH2:14][CH3:15])[CH:16]=[O:17]. Reactants: C1CCOC1, CCC(C)Nc1cc(C(=O)OC)cc(CC(C)=O)n1, Cl, [Li+], [OH-]. Product: CCC(C)Nc1cc(C(=O)O)cc(CC(C)=O)n1. RXN SMILES: [CH2:23]1[O:24][CH2:25][CH2:26][CH2:27]1.[CH3:1][O:2][C:3]([c:4]1[cH:5][c:6]([NH:14][CH:15]([CH3:16])[CH2:17][CH3:18])[n:7][c:8]([CH2:10][C:11]([CH3:12])=[O:13])[cH:9]1)=[O:19].[ClH:22].[Li+:20].[OH-:21]>>[O:2]=[C:3]([c:4]1[cH:5][c:6]([NH:14][CH:15]([CH3:16])[CH2:17][CH3:18])[n:7][c:8]([CH2:10][C:11]([CH3:12])=[O:13])[cH:9]1)[OH:19].